From a dataset of the Open Reaction Database (ORD), a public repository of structured organic reaction records. describe an organic reaction: reactants, conditions, products, and yield Reactants: CON1C(=NC2=NC=C(C=C21)Cl)C(F)(F)F (1-Methoxy-6-chloro-2-(trifluoromethyl)-1H-imidazo [4,5-b] pyridine), C(C)(C)(C)N (tert-butylamine). RXN SMILES: CO[N:3]1[C:11]2[C:6](=[N:7][CH:8]=[C:9]([Cl:12])[CH:10]=2)[N:5]=[C:4]1[C:13]([F:16])([F:15])[F:14].[C:17]([NH2:21])([CH3:20])([CH3:19])[CH3:18]>C(OCC)C>[C:17]([NH:21][C:8]1[N:7]=[C:6]2[N:5]=[C:4]([C:13]([F:16])([F:15])[F:14])[NH:3][C:11]2=[CH:10][C:9]=1[Cl:12])([CH3:20])([CH3:19])[CH3:18]. Run at time 8 day. Solvent: C(C)OCC (diethyl ether). Procedure: 1-Methoxy-6-chloro-2-(trifluoromethyl)-1H-imidazo [4,5-b] pyridine (2.0 grams) was mixed with tert-butylamine (5 milliliters) in 10 milliliters of diethyl ether. The reaction mixture was permitted to stand for eight days; then solvent was evaporated and the residue taken up in 8 milliliters of chloroform, permitted to stand for two hours, and filtered to separate the desired 5-tert-butylamino-6-chloro-2-(trifluoromethyl)-1H-imidazo [4,5-b] -pyridine, m.p., 252° -4° C. The product is C(C)(C)(C)NC1=C(C=C2C(=N1)N=C(N2)C(F)(F)F)Cl (5-tert-BUTYLAMINO-6-CHLORO-2-(TRIFLUOROMETHYL)-1H- IMIDAZO [4,5-b] PYRIDINE). The reactants are ClC1=C(C=CC(=C1)Cl)CCC(=O)O (3-(2,4-dichlorophenyl)propionic acid), O=P(Cl)(Cl)Cl (POCl3), N1=CNC2=C1C=CC(=C2)C(=O)NN (benzimidazol-5-carbohydrazide), COC=1C=CC(=CC1)P2(=S)SP(=S)(S2)C=3C=CC(=CC3)OC (Lawesson's reagent). Product: ClC1=C(CCC2=NN=C(S2)C2=CC3=C(NC=N3)C=C2)C=CC(=C1)Cl (5-(5-(2,4-Dichlorophenethyl)-1,3,4-thiadiazol-2-yl)-1H-benzo[d]imidazole). RXN SMILES: [Cl:1][C:2]1[CH:7]=[C:6]([Cl:8])[CH:5]=[CH:4][C:3]=1[CH2:9][CH2:10][C:11](O)=O.[N:14]1[C:18]2[CH:19]=[CH:20][C:21]([C:23]([NH:25][NH2:26])=O)=[CH:22][C:17]=2[NH:16][CH:15]=1.COC1C=CC(P2(SP(C3C=CC(OC)=CC=3)(=S)S2)=[S:36])=CC=1.O=P(Cl)(Cl)Cl>>[Cl:1][C:2]1[CH:7]=[C:6]([Cl:8])[CH:5]=[CH:4][C:3]=1[CH2:9][CH2:10][C:11]1[S:36][C:23]([C:21]2[CH:20]=[CH:19][C:18]3[NH:14][CH:15]=[N:16][C:17]=3[CH:22]=2)=[N:25][N:26]=1. Procedure: The compound was synthesized starting from 3-(2,4-dichlorophenyl)propionic acid (220 mg; 1 mmol), benzimidazol-5-carbohydrazide (176 mg; 1 mmol), Lawesson's reagent (606 mg; 1.5 mmol) and POCl3 (0.137 ml; 1.5 mmol) as described in method 3; yield: 0.016 g (4.3%); Reactants: COC=1C=C(C(=O)C=2C=CC(=NC2)N(C2=CC=CC=C2)C)C=CC1OC (5-(3,4-dimethoxybenzoyl)-2-(N-methylanilino)pyridine), C(C)OP(=O)(OCC)CC(=O)N1CCOCC1 (diethylphosphonoacetic acid morpholide), [H-].[Na+] (sodium hydride). The product is CN(C1=CC=CC=C1)C1=NC=C(C=C1)C(=CC(=O)N1CCOCC1)C1=CC(=C(C=C1)OC)OC (4-[3-(2-(N-methylanilino)-5-pyridyl)-3-(3,4-dimethoxyphenyl)acryloyl]morpholine). Isolated yield 32.1%. RXN SMILES: [CH3:1][O:2][C:3]1[CH:4]=[C:5]([CH:22]=[CH:23][C:24]=1[O:25][CH3:26])[C:6]([C:8]1[CH:9]=[CH:10][C:11]([N:14]([CH3:21])[C:15]2[CH:20]=[CH:19][CH:18]=[CH:17][CH:16]=2)=[N:12][CH:13]=1)=O.C(OP([CH2:35][C:36]([N:38]1[CH2:43][CH2:42][O:41][CH2:40][CH2:39]1)=[O:37])(OCC)=O)C.[H-].[Na+]>>[CH3:21][N:14]([C:11]1[CH:10]=[CH:9][C:8]([C:6]([C:5]2[CH:22]=[CH:23][C:24]([O:25][CH3:26])=[C:3]([O:2][CH3:1])[CH:4]=2)=[CH:35][C:36]([N:38]2[CH2:43][CH2:42][O:41][CH2:40][CH2:39]2)=[O:37])=[CH:13][N:12]=1)[C:15]1[CH:20]=[CH:19][CH:18]=[CH:17][CH:16]=1 |f:2.3|. Reported procedure: In the same manner as in Example 1, using 5-(3,4-dimethoxybenzoyl)-2-(N-methylanilino)pyridine (500 mg), diethylphosphonoacetic acid morpholide (800 mg) and 60% sodium hydride (150 mg), E-isomer (250 mg) and Z-isomer (212 mg) of 4-[3-(2-(N-methylanilino)-5-pyridyl)-3-(3,4-dimethoxyphenyl)acryloyl]morpholine (Compound No.62) were obtained. Starting materials: COC1=C(C=C2C(CCC(C2=C1)=O)(C)C)C (7-methoxy-4,4,6-trimethyl-3,4-dihydro-2H-naphthalen-1-one), COC1=C(C=C2C(CCC(C2=C1)=O)(C)C)C (7-methoxy-4,4,6-trimethyl-3,4-dihydro-2H-naphthalen-1-one), C(C)(C)(C)[Mg]Cl (tert-butylmagnesium chloride). The product is C(C)(C)(C)C1=CCC(C2=CC(=C(C=C12)OC)C)(C)C (4-tert-Butyl-6-methoxy-1,1,7-trimethyl-1,2,-dihydronaphthalene). The yield is 35.3%. RXN SMILES: [CH3:1][O:2][C:3]1[CH:12]=[C:11]2[C:6]([C:7]([CH3:15])([CH3:14])[CH2:8][CH2:9][C:10]2=O)=[CH:5][C:4]=1[CH3:16].[C:17]([Mg]Cl)([CH3:20])([CH3:19])[CH3:18]>>[C:17]([C:10]1[C:11]2[C:6](=[CH:5][C:4]([CH3:16])=[C:3]([O:2][CH3:1])[CH:12]=2)[C:7]([CH3:15])([CH3:14])[CH2:8][CH:9]=1)([CH3:20])([CH3:19])[CH3:18]. Procedure details: Following General Procedure A, 7-methoxy-4,4,6-trimethyl-3,4-dihydro-2H-naphthalen-1-one (Compound 6, 1.5 g, 6.9 mmol) was reacted with a solution of 2M tert-butylmagnesium chloride (12 mL, 23 mmol), and the crude product was purified by flash column (hexane:ethyl acetate=4:1) to give 0.63 g (36%) of the title product as a clear oil. Reactants: C([C@@H](O)C1=CC=CC=C1)(=O)O ((S)-(+)-mandelic acid), ClC1=CC=C(C=C1)N1C(C(CC1)CN1CCN(CC1)CCOC)=O (1-(4-chlorophenyl)-3-(4-(2-methoxyethyl)piperazin-1-yl)methyl-2-pyrrolidinone). Solvent: C(C)(=O)OCC (ethyl acetate). The product is C([C@@H](O)C1=CC=CC=C1)(=O)O.ClC1=CC=C(C=C1)N1C([C@@H](CC1)CN1CCN(CC1)CCOC)=O ((S)-1-(4-chlorophenyl)-3-(4-(2-methoxyethyl)piperazin-1-yl)methyl-2-pyrrolidinone (S)-(+)-mandelate). Yield: 35.7%. Reaction SMILES: [C:1]([OH:11])(=[O:10])[C@H:2]([C:4]1[CH:9]=[CH:8][CH:7]=[CH:6][CH:5]=1)[OH:3].[Cl:12][C:13]1[CH:18]=[CH:17][C:16]([N:19]2[CH2:23][CH2:22][CH:21]([CH2:24][N:25]3[CH2:30][CH2:29][N:28]([CH2:31][CH2:32][O:33][CH3:34])[CH2:27][CH2:26]3)[C:20]2=[O:35])=[CH:15][CH:14]=1>C(OCC)(=O)C>[C:1]([OH:11])(=[O:10])[C@H:2]([C:4]1[CH:9]=[CH:8][CH:7]=[CH:6][CH:5]=1)[OH:3].[Cl:12][C:13]1[CH:18]=[CH:17][C:16]([N:19]2[CH2:23][CH2:22][C@@H:21]([CH2:24][N:25]3[CH2:26][CH2:27][N:28]([CH2:31][CH2:32][O:33][CH3:34])[CH2:29][CH2:30]3)[C:20]2=[O:35])=[CH:15][CH:14]=1 |f:3.4|. Reported procedure: Under heating, 152 mg of (S)-(+)-mandelic acid was added to a solution of 352 mg of 1-(4-chlorophenyl)-3-(4-(2-methoxyethyl)piperazin-1-yl)methyl-2-pyrrolidinone in 3 mL of ethyl acetate. After cooling, the precipitated crystals were filtered and dried in vacuo to give 180 mg of the title compound. Solvent: C(C)O (ethanol). The reactants are C(C)(=O)O (acetic acid), CC(C)(C)N(C([O-])=O)C1CCN(CC1)CC1=CC=CC=C1 (1,1-dimethylethyl[1-(phenylmethyl)-4-piperidinyl]carbamate), CC(C)(C)N(C([O-])=O)C1CCNCC1 (1,1-dimethylethyl4-piperidinylcarbamate). Reaction SMILES: CC([N:5]([CH:9]1[CH2:14][CH2:13][N:12](CC2C=CC=CC=2)[CH2:11][CH2:10]1)[C:6](=[O:8])[O-:7])(C)C.C(O)(=O)C.[CH3:26][C:27](N(C1CCNCC1)C(=O)[O-])([CH3:29])[CH3:28]>[Pd].C(O)C>[NH:12]1[CH2:11][CH2:10][CH:9]([NH:5][C:6](=[O:8])[O:7][C:27]([CH3:29])([CH3:28])[CH3:26])[CH2:14][CH2:13]1. Reagents/catalysts: [Pd] (palladium-on-carbon). The product is N1CCC(CC1)NC(OC(C)(C)C)=O (1,1-Dimethylethyl 4-piperidinylcarbamate). Procedure: A mixture of 1,1-dimethylethyl[1-(phenylmethyl)-4-piperidinyl]carbamate (0.355 mole), 10% palladium-on-carbon (10.0 g.) in 43 ml. of acetic acid and 90 ml. of ethanol was hydrogenated under low pressure at room temperature for a 96 hr. period. The reaction mixture was filtered and concentrated in vacuo. Residual oil was taken up in chloroform, washed with 20% aqueous sodium carbonate solution and the aqueous phase extracted with additional chloroform. The combined chloroform extracts were dried ... The reactants are BrB(Br)Br, COc1ccc2c(c1)NC(=O)CC2, ClCCl. Product: O=C1CCc2ccc(O)cc2N1. RXN SMILES: [B:14]([Br:15])([Br:16])[Br:17].[CH3:1][O:2][c:3]1[cH:4][cH:5][c:6]2[c:11]([cH:12]1)[NH:10][C:9](=[O:13])[CH2:8][CH2:7]2.[Cl:18][CH2:19][Cl:20]>>[OH:2][c:3]1[cH:4][cH:5][c:6]2[c:11]([cH:12]1)[NH:10][C:9](=[O:13])[CH2:8][CH2:7]2.